Dataset: the Open Reaction Database (ORD), a public repository of structured organic reaction records. Task: describe an organic reaction: reactants, conditions, products, and yield The reactants are CON(C(C(CC(C)C)C1=CC=CC=C1)=O)C (N-methoxy-N-methyl-4-methyl-2-phenylpentanamide), C1CCOC1 (THF). The solvent is C[Mg]Br (methylmagnesium bromide). Run at time 1 hour. Yields the product CC(CC(C(C)=O)C1=CC=CC=C1)C (5-Methyl-3-phenyl-2-hexanone). As a reaction SMILES: CON(C)[C:4](=[O:16])[CH:5]([C:10]1[CH:15]=[CH:14][CH:13]=[CH:12][CH:11]=1)[CH2:6][CH:7]([CH3:9])[CH3:8].[CH2:18]1COCC1>C[Mg]Br>[CH3:8][CH:7]([CH3:9])[CH2:6][CH:5]([C:10]1[CH:15]=[CH:14][CH:13]=[CH:12][CH:11]=1)[C:4](=[O:16])[CH3:18]. Procedure details: To a solution of 75 mg (0.317 mmol) N-methoxy-N-methyl-4-methyl-2-phenylpentanamide in 1 mL dry THF, 0.45 mL 1.4 M methylmagnesium bromide was added. The reaction was stirred for 1 h, quenched with 1.2 N HCl and extracted with EtOAc. The EtOAc solution was washed with brine, dried and concentrated leaving the title compound. 1H NMR: (500 MHz, CDCl3): δ 0.95 (2d, 6H), 1.42 (m, 1H), 1.67 (m, 1H), 1.9 (m, 1H), 2.06 (s, 3H), 3.73 (m, 1H), 7.0-7.4 (m, 5H). Reactants: O=C([O-])[O-], CN(C)C=O, NC(=O)c1sc(-n2cnc3ccc(O)cc32)nc1-c1cccc(Cl)c1, [Cs+], [Cs+], Cc1ccc(S(=O)(=O)OCCCN2CCOCC2)cc1. Product: NC(=O)c1sc(-n2cnc3ccc(OCCCN4CCOCC4)cc32)nc1-c1cccc(Cl)c1. RXN SMILES: [C:46](=[O:47])([O-:48])[O-:49].[CH3:52][N:53]([CH3:54])[CH:55]=[O:56].[Cl:1][c:2]1[cH:3][c:4](-[c:8]2[n:9][c:10](-[n:16]3[cH:17][n:18][c:19]4[c:20]3[cH:21][c:22]([OH:25])[cH:23][cH:24]4)[s:11][c:12]2[C:13](=[O:14])[NH2:15])[cH:5][cH:6][cH:7]1.[Cs+:50].[Cs+:51].[O:26]1[CH2:27][CH2:28][N:29]([CH2:32][CH2:33][CH2:34][O:35][S:36]([c:37]2[cH:38][cH:39][c:40]([CH3:41])[cH:42][cH:43]2)(=[O:44])=[O:45])[CH2:30][CH2:31]1>>[Cl:1][c:2]1[cH:3][c:4](-[c:8]2[n:9][c:10](-[n:16]3[cH:17][n:18][c:19]4[c:20]3[cH:21][c:22]([O:25][CH2:34][CH2:33][CH2:32][N:29]3[CH2:28][CH2:27][O:26][CH2:31][CH2:30]3)[cH:23][cH:24]4)[s:11][c:12]2[C:13](=[O:14])[NH2:15])[cH:5][cH:6][cH:7]1.